From a dataset of the Open Reaction Database (ORD), a public repository of structured organic reaction records. describe an organic reaction: reactants, conditions, products, and yield Starting materials: CI, [H-], [Na+], CN(C)C=O, O, O=C(Nc1ccc(-c2cn3ccccc3n2)cc1)C(F)(F)F. Product: CN(C(=O)C(F)(F)F)c1ccc(-c2cn3ccccc3n2)cc1. RXN SMILES: [CH3:25][I:26].[H-:24].[Na+:23].[O:28]=[CH:29][N:30]([CH3:31])[CH3:32].[OH2:27].[n:1]1[c:2](-[c:10]2[cH:11][cH:12][c:13]([NH:16][C:17]([C:18]([F:19])([F:20])[F:21])=[O:22])[cH:14][cH:15]2)[cH:3][n:4]2[c:5]1[cH:6][cH:7][cH:8][cH:9]2>>[n:1]1[c:2](-[c:10]2[cH:11][cH:12][c:13]([N:16]([C:17]([C:18]([F:19])([F:20])[F:21])=[O:22])[CH3:25])[cH:14][cH:15]2)[cH:3][n:4]2[c:5]1[cH:6][cH:7][cH:8][cH:9]2. Starting materials: Cl.Cl.C1(CCC1)N1CCNCCC1 (1-(Cyclobutyl)hexahydro-1H-1,4-diazepine dihydrochloride), CCN(CC)CC1=CC=CC=C1.C=CC1=CC=CC=C1.C=CC1=CC=C(C=C1)C=C (diethylaminomethyl polystyrene), C=1C=CC2=C(C1)N=NN2O (HOBT), C(C)(=O)C1=CC=C(C=C1)C1=CC=C(C=C1)C(=O)O (4′-acetyl-4-biphenylcarboxylic acid). Solvent: C(Cl)Cl (DCM), C(CCl)Cl (EDC). Run at time 16 hour. The product is Cl.C1(CCC1)N1CCN(CCC1)C(=O)C1=CC=C(C=C1)C1=CC=C(C=C1)C(C)=O (1-{4′-[(4-Cyclobutylhexahydro-1H-1,4-diazepin-1-yl)carbonyl]-4-biphenylyl}ethanone hydrochloride). Yield: 24.6%. RXN SMILES: [ClH:1].Cl.[CH:3]1([N:7]2[CH2:13][CH2:12][CH2:11][NH:10][CH2:9][CH2:8]2)[CH2:6][CH2:5][CH2:4]1.CCN(CC1C=CC=CC=1)CC.C=CC1C=CC=CC=1.C=CC1C=CC(C=C)=CC=1.C1C=CC2N(O)N=NC=2C=1.[C:54]([C:57]1[CH:62]=[CH:61][C:60]([C:63]2[CH:68]=[CH:67][C:66]([C:69](O)=[O:70])=[CH:65][CH:64]=2)=[CH:59][CH:58]=1)(=[O:56])[CH3:55]>C(Cl)Cl.C(Cl)CCl>[ClH:1].[CH:3]1([N:7]2[CH2:13][CH2:12][CH2:11][N:10]([C:69]([C:66]3[CH:65]=[CH:64][C:63]([C:60]4[CH:61]=[CH:62][C:57]([C:54](=[O:56])[CH3:55])=[CH:58][CH:59]=4)=[CH:68][CH:67]=3)=[O:70])[CH2:9][CH2:8]2)[CH2:6][CH2:5][CH2:4]1 |f:0.1.2,3.4.5,10.11|. Procedure: 1-(Cyclobutyl)-hexahydro-1H-1,4-diazepine dihydrochloride (D4) (0.15 g) was stirred with diethylaminomethyl polystyrene (1.0 g), HOBT (0.045 g) and 4′-acetyl-4-biphenylcarboxylic acid (0.13 g) in DCM (5 ml). EDC (0.16 g) was then added and the reaction stirred at rt for 16 h. The polymer supported base was filtered off and the filtrate was diluted with DCM (10 ml) and washed with saturated sodium hydrogen carbonate (2×15 ml). The organic layer was loaded directly onto a silica column eluting wit... Starting materials: O=C(C1=CC=CN1C)N(CCCCCC)CCCCCC. Reagents/catalysts: O=C(NC=1C=CC=CC1C=2C=NC(=CC2)C3=NC=CC=C3)NC4CCCCC4, O1B(OC(C)(C)C1(C)C)B2OC(C)(C)C(O2)(C)C, C[OH2+].C[OH2+].C1CC=CCCC=C1.C1CC=CCCC=C1.[Ir].[Ir]. Run in C=1C=C(C=CC1C)C. Conditions: temperature 25 celsius, time 16 hour. Product: O=C(C1=CC=C(B2OC(C)(C)C(O2)(C)C)N1C)N(CCCCCC)CCCCCC, O=C(C1=CC(=CN1C)B2OC(C)(C)C(O2)(C)C)N(CCCCCC)CCCCCC. Isolated yield 11.0%. Starting materials: C(C1=CC=CC=C1)N (benzylamine), ClC=1C2=C(N=C(N1)C1=CC=NC=C1)SC(=C2)C(F)(F)F (4-chloro-2-(pyridin-4-yl)-6-trifluoromethyl-thieno-[2,3-d]-pyrimidine). Product: N1=CC=C(C=C1)C=1N=C(C2=C(N1)SC(=C2)C(F)(F)F)NCC2=CC=CC=C2 (2-(pyridin-4-yl)-4-benzylamino-6-trifluoromethyl-thieno-[2,3-d]-pyrimidine). As a reaction SMILES: [CH2:1]([NH2:8])[C:2]1[CH:7]=[CH:6][CH:5]=[CH:4][CH:3]=1.Cl[C:10]1[C:11]2[CH:24]=[C:23]([C:25]([F:28])([F:27])[F:26])[S:22][C:12]=2[N:13]=[C:14]([C:16]2[CH:21]=[CH:20][N:19]=[CH:18][CH:17]=2)[N:15]=1>>[N:19]1[CH:20]=[CH:21][C:16]([C:14]2[N:15]=[C:10]([NH:8][CH2:1][C:2]3[CH:7]=[CH:6][CH:5]=[CH:4][CH:3]=3)[C:11]3[CH:24]=[C:23]([C:25]([F:27])([F:26])[F:28])[S:22][C:12]=3[N:13]=2)=[CH:17][CH:18]=1. Reported procedure: With the procedure of Example 1, the reaction of benzylamine with 4-chloro-2-(pyridin-4-yl)-6-trifluoromethyl-thieno-[2,3-d]-pyrimidine yields 2-(pyridin-4-yl)-4-benzylamino-6-trifluoromethyl-thieno-[2,3-d]-pyrimidine. Yields the product CS(=O)(=O)c1cc(Br)ccc1-c1cccc(Cl)c1. As a reaction SMILES: [Br:18][c:19]1[cH:20][cH:21][c:22]([I:23])[c:24]([S:25]([CH3:26])(=[O:27])=[O:28])[cH:29]1.[Br:1][c:2]1[cH:3][c:4]([S:14](=[O:15])(=[O:16])[CH3:17])[c:5](-[c:8]2[cH:9][cH:10][cH:11][cH:12][cH:13]2)[cH:6][cH:7]1.[Cl:30][c:31]1[cH:32][c:33]([B:34]([OH:35])[OH:36])[cH:37][cH:38][cH:39]1>>[Br:1][c:2]1[cH:3][c:4]([S:14](=[O:15])(=[O:16])[CH3:17])[c:5](-[c:8]2[cH:9][c:10]([Cl:30])[cH:11][cH:12][cH:13]2)[cH:6][cH:7]1. Starting materials: CS(=O)(=O)c1cc(Br)ccc1I, CS(=O)(=O)c1cc(Br)ccc1-c1ccccc1, OB(O)c1cccc(Cl)c1. Starting materials: C([O-])([O-])=O (Carbonate), C12(C(=O)CC(CC1)C2(C)C)CS(=O)(=O)O (10-Camphorsulfonic acid), COCCN1CCC2=C(CC1)C=C(C=C2)N (3-(2-Methoxy-ethyl)-2,3,4,5-tetrahydro-1H-benzo[d]azepin-7-ylamine), ClC1=NC=C(C(=N1)NC1=C(C=CC=C1)S(=O)(=O)C(C)C)Cl ((2,5-Dichloro-pyrimidin-4-yl)-[2-(propane-2-sulfonyl)-phenyl]-amine). Run in C(C)(C)O (Isopropyl alcohol). Reaction conditions: time 1 hour. Yields the product ClC=1C(=NC(=NC1)NC1=CC2=C(CCN(CC2)CCOC)C=C1)NC1=C(C=CC=C1)S(=O)(=O)C(C)C (5-Chloro-N*2*-[3-(2-methoxy-ethyl)-2,3,4,5-tetrahydro-1H-benzo[d]azepin-7-yl]-N*4*-[2-(propane-2-sulfonyl)-phenyl]-pyrimidine-2,4-diamine). Isolated yield 62.6%. As a reaction SMILES: C12(CS(O)(=O)=O)C(C)(C)C(CC1)CC2=O.[CH3:16][O:17][CH2:18][CH2:19][N:20]1[CH2:26][CH2:25][C:24]2[CH:27]=[C:28]([NH2:31])[CH:29]=[CH:30][C:23]=2[CH2:22][CH2:21]1.Cl[C:33]1[N:38]=[C:37]([NH:39][C:40]2[CH:45]=[CH:44][CH:43]=[CH:42][C:41]=2[S:46]([CH:49]([CH3:51])[CH3:50])(=[O:48])=[O:47])[C:36]([Cl:52])=[CH:35][N:34]=1.C(=O)([O-])[O-]>C(O)(C)C>[Cl:52][C:36]1[C:37]([NH:39][C:40]2[CH:45]=[CH:44][CH:43]=[CH:42][C:41]=2[S:46]([CH:49]([CH3:51])[CH3:50])(=[O:48])=[O:47])=[N:38][C:33]([NH:31][C:28]2[CH:29]=[CH:30][C:23]3[CH2:22][CH2:21][N:20]([CH2:19][CH2:18][O:17][CH3:16])[CH2:26][CH2:25][C:24]=3[CH:27]=2)=[N:34][CH:35]=1. Procedure: 10-Camphorsulfonic acid (49 mg, 0.21 mmol) was added to 3-(2-Methoxy-ethyl)-2,3,4,5-tetrahydro-1H-benzo[d]azepin-7-ylamine (44 mg, 0.20 mmol) and (2,5-Dichloro-pyrimidin-4-yl)-[2-(propane-2-sulfonyl)-phenyl]-amine (66 mg, 0.19 mmol) in Isopropyl alcohol (2 mL). The mixture was irradiated in a CEM microwave (140° C., 30 min) MP-Carbonate (2.69 mmol/g loading; 0.16 g, 0.43 mmol) was added and the mixture stirred for 1 h, then filtered, washing with 2 mL iPrOH. Brine was added, but the only ppt was... Reactants: C(C)(C)OC(C)C (diisopropyl ether), Cl (hydrogenchloride), NC(CC1=CC=C(O1)C=1N=C(SC1)N=C(N)N)=NS(=O)(=O)N (4-[5-(2-amino-2-aminosulfonyliminoethyl)furan-2-yl]-2-(diaminomethyleneamino)thiazole). The solvent is O1CCOCC1 (1,4-dioxane), CO (methanol). Conditions: time 4 hour. Yields the product Cl.NC(CC1=CC=C(O1)C=1N=C(SC1)N=C(N)N)=NS(=O)(=O)N (4-[5-(2-amino-2-aminosulfonyliminoethyl)furan-2-yl]-2-(diaminomethyleneamino)thiazole hydrochloride). As a reaction SMILES: [ClH:1].[NH2:2][C:3](=[N:19][S:20]([NH2:23])(=[O:22])=[O:21])[CH2:4][C:5]1[O:9][C:8]([C:10]2[N:11]=[C:12]([N:15]=[C:16]([NH2:18])[NH2:17])[S:13][CH:14]=2)=[CH:7][CH:6]=1.C(OC(C)C)(C)C>O1CCOCC1.CO>[ClH:1].[NH2:2][C:3](=[N:19][S:20]([NH2:23])(=[O:22])=[O:21])[CH2:4][C:5]1[O:9][C:8]([C:10]2[N:11]=[C:12]([N:15]=[C:16]([NH2:18])[NH2:17])[S:13][CH:14]=2)=[CH:7][CH:6]=1 |f:5.6|. Procedure details: A solution of 4N-hydrogenchloride in 1,4-dioxane (2.2 ml) was added to a mixture of 4-[5-(2-amino-2-aminosulfonyliminoethyl)furan-2-yl]-2-(diaminomethyleneamino)thiazole (3.0 g) in methanol (60 ml) and the mixture was stirred at ambient temeprature for 4 hours. To a mixture was added a diisopropyl ether (30 ml) and the isolated precipitate was collected by filtration. The precipitate was recrystallized from an aqueous ethanol to give 4-[5-(2-amino-2-aminosulfonyliminoethyl)furan-2-yl]-2-(diamino... Reactants: N(=NC(=O)OCC)C(=O)OCC (Diethyl azodicarboxylate), OC1=CC=C(C(=O)OC)C=C1 (methyl 4-hydroxybenzoate), CC1(OC[C@H](O1)COC=1C=C2C=CC(=CC2=CC1)CO)C ([6-((R)-2,2-dimethyl-[1,3]dioxolan-4-ylmethoxy)-naphthalen-2-yl]-methanol), C1(=CC=CC=C1)P(C1=CC=CC=C1)C1=CC=CC=C1 (triphenylphosphine). Solvent: C(Cl)Cl (DCM). Reaction conditions: temperature 0 celsius, time 8 hour. The product is COC(C1=CC=C(C=C1)OCC1=CC2=CC=C(C=C2C=C1)OC[C@H]1OC(OC1)(C)C)=O (4-[6-((R)-2,2-Dimethyl-[1,3]dioxolan-4-ylmethoxy)-naphthalen-2-ylmethoxy]-benzoic acid methyl ester). RXN SMILES: [OH:1][C:2]1[CH:11]=[CH:10][C:5]([C:6]([O:8][CH3:9])=[O:7])=[CH:4][CH:3]=1.[CH3:12][C:13]1([CH3:32])[O:17][C@H:16]([CH2:18][O:19][C:20]2[CH:21]=[C:22]3[C:27](=[CH:28][CH:29]=2)[CH:26]=[C:25]([CH2:30]O)[CH:24]=[CH:23]3)[CH2:15][O:14]1.C1(P(C2C=CC=CC=2)C2C=CC=CC=2)C=CC=CC=1.N(C(OCC)=O)=NC(OCC)=O>C(Cl)Cl>[CH3:9][O:8][C:6](=[O:7])[C:5]1[CH:4]=[CH:3][C:2]([O:1][CH2:30][C:25]2[CH:24]=[CH:23][C:22]3[C:27](=[CH:28][CH:29]=[C:20]([O:19][CH2:18][C@@H:16]4[CH2:15][O:14][C:13]([CH3:32])([CH3:12])[O:17]4)[CH:21]=3)[CH:26]=2)=[CH:11][CH:10]=1. Procedure: A mixture of methyl 4-hydroxybenzoate (0.5 g, 3.28 mmol), [6-((R)-2,2-dimethyl-[1,3]dioxolan-4-ylmethoxy)-naphthalen-2-yl]-methanol (0.9 g, 3.12 mmol) and triphenylphosphine (0.83 g, 3.16 mmol) in DCM (20 ml) is cooled to 0° C. Diethyl azodicarboxylate (0.5 ml, 3.17 mmol) is added dropwise. The reaction mixture is stirred at room temperature overnight. The reaction mixture is concentrated in vacuo and purified by column chromatography (SiO2, EtOAc/iso-hexane) to obtain white solid. The product o... Reactants: C(C)(=O)OC(C(=O)O)C1=CC(=C(C(=C1)OC)OC)OC (α-acetoxy-3,4,5-trimethoxyphenyl-acetic acid), C(=O)(N1C=NC=C1)N1C=NC=C1 (1,1′-carbonyldiimidazole), C(C)(C)OC1=C(CNC)C=CC=C1OC (2-isopropoxy-3-methoxy-N-methylbenzylamine). Run in ClCCl (dichloromethane), ClCCl (dichloromethane). Run at time 2 hour. Product: COC=1C=C(C=C(C1OC)OC)C(C(=O)N(CC1=C(C(=CC=C1)OC)OC(C)C)C)OC(C)=O (2-(3,4,5-trimethoxyphenyl)-2-acetoxy-N-methyl-N-(2-isopropoxy-3-methoxybenzyl)acetamide). Isolated yield 98.1%. As a reaction SMILES: [C:1]([O:4][CH:5]([C:9]1[CH:14]=[C:13]([O:15][CH3:16])[C:12]([O:17][CH3:18])=[C:11]([O:19][CH3:20])[CH:10]=1)[C:6]([OH:8])=O)(=[O:3])[CH3:2].C(N1C=CN=C1)(N1C=CN=C1)=O.[CH:33]([O:36][C:37]1[C:45]([O:46][CH3:47])=[CH:44][CH:43]=[CH:42][C:38]=1[CH2:39][NH:40][CH3:41])([CH3:35])[CH3:34]>ClCCl>[CH3:20][O:19][C:11]1[CH:10]=[C:9]([CH:5]([O:4][C:1](=[O:3])[CH3:2])[C:6]([N:40]([CH3:41])[CH2:39][C:38]2[CH:42]=[CH:43][CH:44]=[C:45]([O:46][CH3:47])[C:37]=2[O:36][CH:33]([CH3:34])[CH3:35])=[O:8])[CH:14]=[C:13]([O:15][CH3:16])[C:12]=1[O:17][CH3:18]. Procedure details: A solution of α-acetoxy-3,4,5-trimethoxyphenyl-acetic acid (5.0 g) in dichloromethane (40 ml) was reacted with 1,1′-carbonyldiimidazole (2.92 g) at room temperature for 30 minutes. The solution was refluxed for 30 minutes, after which 2-isopropoxy-3-methoxy-N-methylbenzylamine (3.26 g) dissolved in dichloromethane (10 ml) was added. The mixture was stirred at room temperature for 2 hours, after which it was washed with aqueous hydrochloric acid (20 ml, is 1M) followed by aqueous sodium hydrogen ...